Dataset: the Open Reaction Database (ORD), a public repository of structured organic reaction records. Task: describe an organic reaction: reactants, conditions, products, and yield Reactants: P(O)(O)(O)=O (phosphoric acid), OCCCP(CCCO)CCCO (tris-(3-hydroxypropyl) phosphine), P(O)(O)(O)=O (phosphoric acid). The solvent is O (water). Yields the product OCCCP(CCCO)(CCCO)=O (tris(3-hydroxypropyl) phosphine oxide). RXN SMILES: P(=O)(O)(O)[OH:2].[OH:6][CH2:7][CH2:8][CH2:9][P:10]([CH2:15][CH2:16][CH2:17][OH:18])[CH2:11][CH2:12][CH2:13][OH:14]>O>[OH:6][CH2:7][CH2:8][CH2:9][P:10](=[O:2])([CH2:15][CH2:16][CH2:17][OH:18])[CH2:11][CH2:12][CH2:13][OH:14]. Procedure details: The effect of concentrated phosphoric acid in amounts of 1 to 2.5 weight percent was determined by reacting in an autoclave (10.4 g, 0.05 mole) of tris-(3-hydroxypropyl) phosphine, concentrated phosphoric acid (0.15, 0.14 and 0.06 ml of 86% aqueous solution) and 1 ml of water. The yields of tris(3-hydroxypropyl) phosphine oxide after 4.5 to 5 hours at temperatures between 150° C. and 180° C. is summarized in Table III.